The task is: describe an organic reaction: reactants, conditions, products, and yield. This data is from the Open Reaction Database (ORD), a public repository of structured organic reaction records. Reactants: C(C)(=O)Cl (acetyl chloride), CO (methanol), O1CCCC2=C1C=CC(=C2)C=2C(=NN(C2C=O)C)C=2SC=CN2 (4-(3,4-dihydro-2H-1-benzopyran-6-yl)-1-methyl-3-(1,3-thiazol-2-yl)-1H-pyrazole-5-carbaldehyde), C[Si](C)(C)C#N (trimethylsilyl cyanide), [Na] (sodium). Reagents/catalysts: [I-].[Zn+2].[I-] (zinc iodide). The solvent is ClCCl (dichloromethane). Reaction conditions: time 8 hour. The product is O1CCCC2=C1C=CC(=C2)C=2C(=NN(C2C(C(=O)OC)O)C)C=2SC=CN2 (methyl 2-[4-(3,4-dihydro-2H-1-benzopyran-6-yl)-1-methyl-3-(1,3-thiazol-2-yl)-1H-pyrazol-5-yl]-2-hydroxyacetate). Yield: 42.0%. Reaction SMILES: [O:1]1[C:6]2[CH:7]=[CH:8][C:9]([C:11]3[C:12]([C:19]4[S:20][CH:21]=[CH:22][N:23]=4)=[N:13][N:14]([CH3:18])[C:15]=3[CH:16]=[O:17])=[CH:10][C:5]=2[CH2:4][CH2:3][CH2:2]1.C[Si](C#N)(C)C.[Na].[C:31](Cl)(=[O:33])C.[CH3:35][OH:36]>ClCCl.[I-].[Zn+2].[I-]>[O:1]1[C:6]2[CH:7]=[CH:8][C:9]([C:11]3[C:12]([C:19]4[S:20][CH:21]=[CH:22][N:23]=4)=[N:13][N:14]([CH3:18])[C:15]=3[CH:16]([OH:17])[C:35]([O:33][CH3:31])=[O:36])=[CH:10][C:5]=2[CH2:4][CH2:3][CH2:2]1 |f:6.7.8,^1:29|. Procedure: Under nitrogen atmosphere, to a solution of 4-(3,4-dihydro-2H-1-benzopyran-6-yl)-1-methyl-3-(1,3-thiazol-2-yl)-1H-pyrazole-5-carbaldehyde (8f) (171 mg, 0.53 mmol) in anhydrous dichloromethane (2 mL) at 0° C. were successively added zinc iodide (17 mg, 0.05 mmol) and trimethylsilyl cyanide (79 μL, 0.63 mmol). The mixture was stirred at room temperature overnight and then heated at 40° C. for 4 days. After cooling to room temperature, a saturated solution of sodium hydrogenocarbonate (5 mL) was ad... The reactants are [N+](=O)([O-])C1=C(CN(C(OCC)=O)CC#N)C=CC=C1 (ethyl 2-nitrobenzyl(cyanomethyl)carbamate), CO.C(Cl)Cl (MeOH CH2Cl2). The reagents and catalysts are [Fe] (Fe). Solvent: C(C)(=O)O (acetic acid). Reaction conditions: temperature 90 celsius. Product: C(C)OC(=O)N1C/C(=N\C2=C(C1)C=CC=C2)/N ((E)-ethyl-2-amino-3H-benzo[e][1,4]diazepine-4(5H)-carboxylate). Isolated yield 25.9%. As a reaction SMILES: [N+:1]([C:4]1[CH:19]=[CH:18][CH:17]=[CH:16][C:5]=1[CH2:6][N:7]([CH2:13][C:14]#[N:15])[C:8](=[O:12])[O:9][CH2:10][CH3:11])([O-])=O.CO.C(Cl)Cl>C(O)(=O)C.[Fe]>[CH2:10]([O:9][C:8]([N:7]1[CH2:6][C:5]2[CH:16]=[CH:17][CH:18]=[CH:19][C:4]=2[N:1]=[C:14]([NH2:15])[CH2:13]1)=[O:12])[CH3:11] |f:1.2|. Reported procedure: To a solution of ethyl-2-nitrobenzyl-(cyanomethyl)carbamate (2) (227 mg, 0.862 mmol) dissolved in acetic acid (5 mL) under a nitrogen atmosphere was added Fe (289 mg, 5.17 mmol). The reaction mixture was heated to 90° C. for 4 hours, then cooled to room temperature and concentrated under reduced pressure. The resulting brown oil was diluted with EtOAc (20 mL) and filtered over GF/F paper (rinsing with 10 mL of EtOAc). The organic phase was washed with saturated Na2CO3 (20 mL) and brine (20 mL), ...